From a dataset of the Open Reaction Database (ORD), a public repository of structured organic reaction records. describe an organic reaction: reactants, conditions, products, and yield Reactants: C1(=CC=C(C=C1)S(=O)(=O)Cl)C (p-toluenesulfonyl chloride), CC=1SC2=C(N1)CC(CC2)CO (2-Methyl-5-hydroxymethyl-4,5,6,7-tetrahydro-benzo[d]thiazole). Product: CC=1SC2=C(N1)CC(CC2)COS(=O)(=O)C2=CC=C(C)C=C2 (2-Methyl-5-tosyloxymethyl-4,5,6,7-tetrahydrobenzo[d]thiazole). Yield: 74.0%. As a reaction SMILES: [C:1]1([CH3:11])[CH:6]=[CH:5][C:4]([S:7](Cl)(=[O:9])=[O:8])=[CH:3][CH:2]=1.[CH3:12][C:13]1[S:14][C:15]2[CH2:21][CH2:20][CH:19]([CH2:22][OH:23])[CH2:18][C:16]=2[N:17]=1>>[CH3:12][C:13]1[S:14][C:15]2[CH2:21][CH2:20][CH:19]([CH2:22][O:23][S:7]([C:4]3[CH:5]=[CH:6][C:1]([CH3:11])=[CH:2][CH:3]=3)(=[O:9])=[O:8])[CH2:18][C:16]=2[N:17]=1. Procedure details: The compound is prepared by action of p-toluenesulfonyl chloride on the above alcohol (IV), according to the procedure described in Example 1. M.p.=105°-106° C. Yield: 74%. Reactants: C(#N)[BH3-].[Na+] (sodiumcyanoborohydride), CON=C(CC1=C(SC(=C1Cl)Cl)Cl)C (1-(2,4,5-trichlorothiophene-3-yl)propan-2-one O-methyl oxime), [OH-].[Na+] (sodiumhydroxide). The solvent is O (water), C(C)(=O)O (acetic acid). Conditions: temperature 15 celsius, time 7 hour. The product is CONC(CC1=C(SC(=C1Cl)Cl)Cl)C (O-methyl-N-[1-methyl-2-(2,4,5-trichlorothiophene-3-yl)ethyl]hydroxyl amine). As a reaction SMILES: [CH3:1][O:2][N:3]=[C:4]([CH3:14])[CH2:5][C:6]1[C:10]([Cl:11])=[C:9]([Cl:12])[S:8][C:7]=1[Cl:13].C([BH3-])#N.[Na+].[OH-].[Na+]>C(O)(=O)C.O>[CH3:1][O:2][NH:3][CH:4]([CH3:14])[CH2:5][C:6]1[C:10]([Cl:11])=[C:9]([Cl:12])[S:8][C:7]=1[Cl:13] |f:1.2,3.4|. Reported procedure: In a sulfonation flask 299 mg (1.1 mmol) 1-(2,4,5-trichlorothiophene-3-yl)propan-2-one O-methyl oxime were dissolved in 3.5 ml acetic acid and the resulting mixture was cooled to a temperature of 15° C. Then 138 mg (2.2 mmol) sodiumcyanoborohydride was added and the reaction mixture was stirred for 7 hours at ambient temperature. The mixture was then carefully diluted with 20 ml of water and the pH was adjusted to ca.10 by slowly adding 16 ml of 4N sodiumhydroxide solution. The mixture was extra... The reactants are CC(C)=O, Cl, OC1(c2ccc(F)c(F)c2)CCC2(CC1)OCCO2. Product: O=C1CCC(O)(c2ccc(F)c(F)c2)CC1. Reaction SMILES: [CH3:20][C:21](=[O:22])[CH3:23].[ClH:24].[F:1][c:2]1[cH:3][c:4]([C:9]2([OH:19])[CH2:10][CH2:11][C:12]3([O:13][CH2:16][CH2:15][O:14]3)[CH2:17][CH2:18]2)[cH:5][cH:6][c:7]1[F:8]>>[F:1][c:2]1[cH:3][c:4]([C:9]2([OH:19])[CH2:10][CH2:11][C:12](=[O:13])[CH2:17][CH2:18]2)[cH:5][cH:6][c:7]1[F:8]. Reactants: CCOCC, ClCCl, Cc1ccc(S(=O)(=O)N2C(C(=O)Cl)CCC2c2ccc(F)cc2)cc1, c1ccncc1, NCc1cccnc1. As a reaction SMILES: [CH3:40][CH2:41][O:42][CH2:43][CH3:44].[Cl:45][CH2:46][Cl:47].[F:1][c:2]1[cH:3][cH:4][c:5]([CH:8]2[CH2:9][CH2:10][CH:11]([C:23](=[O:24])[Cl:25])[N:12]2[S:13](=[O:14])(=[O:15])[c:16]2[cH:17][cH:18][c:19]([CH3:22])[cH:20][cH:21]2)[cH:6][cH:7]1.[cH:26]1[cH:27][cH:28][n:29][cH:30][cH:31]1.[cH:32]1[c:33]([CH2:38][NH2:39])[cH:34][cH:35][cH:36][n:37]1>>[ClH:25].[F:1][c:2]1[cH:3][cH:4][c:5]([CH:8]2[CH2:9][CH2:10][CH:11]([C:23](=[O:24])[NH:39][CH2:38][c:33]3[cH:32][n:37][cH:36][cH:35][cH:34]3)[N:12]2[S:13](=[O:14])(=[O:15])[c:16]2[cH:17][cH:18][c:19]([CH3:22])[cH:20][cH:21]2)[cH:6][cH:7]1. Yields the product Cl, Cc1ccc(S(=O)(=O)N2C(C(=O)NCc3cccnc3)CCC2c2ccc(F)cc2)cc1. The reactants are C(C)OC(C(C(=O)[O-])C)=O (Monoethylmethylmalonate), ice, C(C)(C)(C)OC([C@H]1NCCC1)=O (L-proline tert.-butyl ester), C1(CCCCC1)N=C=NC1CCCCC1 (Dicyclohexylcarbodiimide). Run in ClCCl (dichloromethane). The product is C(C)(C)(C)OC([C@H]1N(CCC1)C(C(C)C(=O)OCC)=O)=O (1-(2-ethoxycarbonylpropanoyl)-L-proline tert.-butyl ester). Reaction SMILES: [CH2:1]([O:3][C:4](=[O:10])[CH:5]([CH3:9])[C:6]([O-:8])=O)[CH3:2].[C:11]([O:15][C:16](=[O:22])[C@@H:17]1[CH2:21][CH2:20][CH2:19][NH:18]1)([CH3:14])([CH3:13])[CH3:12].C1(N=C=NC2CCCCC2)CCCCC1>ClCCl>[C:11]([O:15][C:16](=[O:22])[C@@H:17]1[CH2:21][CH2:20][CH2:19][N:18]1[C:6](=[O:8])[CH:5]([C:4]([O:3][CH2:1][CH3:2])=[O:10])[CH3:9])([CH3:14])([CH3:12])[CH3:13]. Reported procedure: Monoethylmethylmalonate [prepared according to the procedure of Organic Syntheses, 37, 34 (1957)] (2.92 g.) and L-proline tert.-butyl ester (3.42 g.) are dissolved in dichloromethane (80 ml.). The solution is chilled with stirring in an ice bath. Dicyclohexylcarbodiimide (4.12 g.) is added and the mixture is stirred 15 minutes in the ice bath and 16 hours at room temperature. The precipitate is filtered off and the filtrate concentrated to dryness in vacuo. The residue is dissolved in ethyl acet... Reactants: [Cl-].[NH4+] (ammonium chloride), C(C)(=O)OCC (ethyl acetate), ClC1=C(C(=O)OC)C=CC(=C1)I (methyl 2-chloro-4-iodobenzoate), [Br-].C(C)(C)(C)OC(C[Zn+])=O (2-tert-butoxy-2-oxoethylzinc bromide). Reagents/catalysts: CC(C)([P](C(C)(C)C)([Pd][P](C(C)(C)C)(C(C)(C)C)C(C)(C)C)C(C)(C)C)C (bis(tri-tert-butylphosphine)palladium). Run in C1CCOC1 (THF). Run at time 10 minute. Product: C(C)(C)(C)OC(CC1=CC(=C(C(=O)OC)C=C1)Cl)=O (methyl 4-(2-tert-butoxy-2-oxoethyl)-2-chlorobenzoate). Reaction SMILES: [Cl:1][C:2]1[CH:11]=[C:10](I)[CH:9]=[CH:8][C:3]=1[C:4]([O:6][CH3:7])=[O:5].[Br-].[C:14]([O:18][C:19](=[O:22])[CH2:20][Zn+])([CH3:17])([CH3:16])[CH3:15].[Cl-].[NH4+].C(OCC)(=O)C>C1COCC1.CC(C)([P](C(C)(C)C)([Pd][P](C(C)(C)C)(C(C)(C)C)C(C)(C)C)C(C)(C)C)C>[C:14]([O:18][C:19](=[O:22])[CH2:20][C:10]1[CH:9]=[CH:8][C:3]([C:4]([O:6][CH3:7])=[O:5])=[C:2]([Cl:1])[CH:11]=1)([CH3:17])([CH3:16])[CH3:15] |f:1.2,3.4,^1:38,44|. Procedure: To methyl 2-chloro-4-iodobenzoate (296 mg) was added a solution (4.5 mL) of 2-tert-butoxy-2-oxoethylzinc bromide in THF, then, bis(tri-tert-butylphosphine)palladium (51 mg) was added, and a reaction was performed at 50 W and 80° C. for 10 minutes using a microwave synthesis apparatus manufactured by CEM Co. The reaction solution was poured into an aqueous saturated ammonium chloride solution, and ethyl acetate was added. Insolubles were filtered off with Celite, and layers were separated. The or... RXN SMILES: [CH2:1]([OH:11])[CH2:2][CH2:3][CH2:4][CH2:5][CH2:6][CH2:7][CH2:8][CH:9]=[CH2:10].C([O-])([O-])=O.[K+].[K+].[F:18][C:19]([P:25](Cl)[C:26]([F:32])([F:31])[C:27]([F:30])([F:29])[F:28])([F:24])[C:20]([F:23])([F:22])[F:21]>C(Cl)Cl>[F:24][C:19]([P:25]([C:26]([F:31])([F:32])[C:27]([F:28])([F:29])[F:30])[O:11][CH2:1][CH2:2][CH2:3][CH2:4][CH2:5][CH2:6][CH2:7][CH2:8][CH:9]=[CH2:10])([F:18])[C:20]([F:23])([F:22])[F:21] |f:1.2.3|. Run at time 30 minute. Run in C(Cl)Cl (CH2Cl2). Reactants: C(CCCCCCCC=C)O (9-decen-1-ol), C(=O)([O-])[O-].[K+].[K+] (K2CO3), FC(C(F)(F)F)(F)P(C(C(F)(F)F)(F)F)Cl (bis(pentafluoroethyl)phosphinous acid chloride), P(C(F)(F)C(F)(F)F)(C(F)(F)C(F)(F)F)Cl ((C2F5)2PCl). The product is FC(C(F)(F)F)(F)P(OCCCCCCCCC=C)C(C(F)(F)F)(F)F (9-Decenyl bis(pentafluoroethyl)phosphinite). Procedure details: 0.31 g (1.9 mmol) of 9-decen-1-ol is initially introduced in CH2Cl2 with excess K2CO3, and 0.64 g (2.1 mmol) of bis(pentafluoroethyl)phosphinous acid chloride, (C2F5)2PCl, is condensed in. After the mixture has been stirred at room temperature for 30 minutes, the precipitate is filtered off, and volatile substances are removed in vacuo. The product, 9-decenyl bis(pentafluoroethyl)phosphinite, remains as a colourless, oily liquid, which is characterised by spectroscopy. The reactants are NCC(CO)O (3-amino-1,2-propanediol), ClC1=CC(=NC(=N1)SC)NCCO (2-(6-chloro-2-methylsulfanyl-pyrimidin-4-yl-amino)-ethanol), FC(C=1C=C(C=CC1)B(O)O)(F)F (3-(trifluoromethyl)phenyl boronic acid), C([O-])([O-])=O.[Na+].[Na+] (sodium carbonate). The reagents and catalysts are C=1C=CC(=CC1)[P](C=2C=CC=CC2)(C=3C=CC=CC3)[Pd]([P](C=4C=CC=CC4)(C=5C=CC=CC5)C=6C=CC=CC6)([P](C=7C=CC=CC7)(C=8C=CC=CC8)C=9C=CC=CC9)[P](C=1C=CC=CC1)(C=1C=CC=CC1)C=1C=CC=CC1 (Pd(PPh3)4), COCCOC (DME). Solvent: C(C)(=O)OCC (ethyl acetate), O1CCCC1 (tetrahydrofuran), C1(=CC=CC=C1)C (toluene), C(C)O (ethanol). Run at temperature 150 celsius. Product: CSC1=NC(=CC(=N1)NCCO)C1=CC(=CC=C1)C(F)(F)F (2-[2-methylsulfanyl-6-(3-trifluoromethyl-phenyl)-pyrimidin-4-yl-amino]-ethanol). Isolated yield 33.0%. RXN SMILES: Cl[C:2]1[N:7]=[C:6]([S:8][CH3:9])[N:5]=[C:4]([NH:10][CH2:11][CH2:12][OH:13])[CH:3]=1.[F:14][C:15]([F:26])([F:25])[C:16]1[CH:17]=[C:18](B(O)O)[CH:19]=[CH:20][CH:21]=1.C(=O)([O-])[O-].[Na+].[Na+].NCC(O)CO>C1(C)C=CC=CC=1.COCCOC.O1CCCC1.C(OCC)(=O)C.C1C=CC([P]([Pd]([P](C2C=CC=CC=2)(C2C=CC=CC=2)C2C=CC=CC=2)([P](C2C=CC=CC=2)(C2C=CC=CC=2)C2C=CC=CC=2)[P](C2C=CC=CC=2)(C2C=CC=CC=2)C2C=CC=CC=2)(C2C=CC=CC=2)C2C=CC=CC=2)=CC=1.C(O)C>[CH3:9][S:8][C:6]1[N:5]=[C:4]([NH:10][CH2:11][CH2:12][OH:13])[CH:3]=[C:2]([C:20]2[CH:19]=[CH:18][CH:17]=[C:16]([C:15]([F:26])([F:25])[F:14])[CH:21]=2)[N:7]=1 |f:2.3.4,^1:66,68,87,106|. Reported procedure: To a mixture of 2-(6-chloro-2-methylsulfanyl-pyrimidin-4-yl-amino)-ethanol (404 mg), 3-(trifluoromethyl)phenyl boronic acid (384 mg) and sodium carbonate (585 mg) in toluene (12 ml) with a few drops of DME and ethanol, was added Pd(PPh3)4 (106 mg). The resulting suspension was subjected to microwave heating at 150° C. for 20 mins. Reaction mixture was filtered through a celite pad, washed with ethyl acetate and concentrated in vacuo. The residual brown gum was columned on silica gel using heptan... The reactants are C(C)OC(=O)C=1OC2=C(C1CN=[N+]=[N-])C(=CC=C2)OCCCNCC=2C=NC=CC2 (3-Azidomethyl-4-{3-[(pyridin-3-ylmethyl)-amino]-propoxy}-benzofuran-2-carboxylic acid ethyl ester), C1(=CC=CC=C1)P(C1=CC=CC=C1)C1=CC=CC=C1 (triphenylphosphine), O (water). Solvent: C(C)(=O)OCC (ethyl acetate), C1CCOC1 (THF). Run at temperature 70 celsius. Product: C(C)OC(=O)C=1OC2=C(C1CN)C(=CC=C2)OCCCNCC=2C=NC=CC2 (3-aminomethyl-4-{3-[(pyridin-3-ylmethyl)-amino]-propoxy}-benzofuran-2-carboxylic acid ethyl ester). The yield is 32.7%. Reaction SMILES: [CH2:1]([O:3][C:4]([C:6]1[O:7][C:8]2[CH:18]=[CH:17][CH:16]=[C:15]([O:19][CH2:20][CH2:21][CH2:22][NH:23][CH2:24][C:25]3[CH:26]=[N:27][CH:28]=[CH:29][CH:30]=3)[C:9]=2[C:10]=1[CH2:11][N:12]=[N+]=[N-])=[O:5])[CH3:2].C1(P(C2C=CC=CC=2)C2C=CC=CC=2)C=CC=CC=1.O>C1COCC1.C(OCC)(=O)C>[CH2:1]([O:3][C:4]([C:6]1[O:7][C:8]2[CH:18]=[CH:17][CH:16]=[C:15]([O:19][CH2:20][CH2:21][CH2:22][NH:23][CH2:24][C:25]3[CH:26]=[N:27][CH:28]=[CH:29][CH:30]=3)[C:9]=2[C:10]=1[CH2:11][NH2:12])=[O:5])[CH3:2]. Procedure: 3-Azidomethyl-4-{3-[(pyridin-3-ylmethyl)-amino]-propoxy}-benzofuran-2-carboxylic acid ethyl ester (49 mg) and triphenylphosphine (50 mg) were dissolved in THF (2.5 ml). To the solution was added water (0.3 ml) and the mixture was heated to 70° C. overnight. The reaction mixture was diluted with ethyl acetate (5 ml) and washed with brine (5 ml), then dried over anhydrous sodium sulfate. The filtrate was concentrated in vacuo and the residue was purified by silica gel chromatography developed by d... Reactants: Cl (hydrogen chloride), Cl (hydrochloric acid), C(C)(=O)[O-].[Na+] (sodium acetate), [BH4-].[Na+] (sodium borohydride), NC1CCC2=C(C=C(C(=C12)O)C)C (1-amino-7-hydroxy-4,6-dimethylindane), C(C)(C)(C)C=1C=C(C=O)C=C(C1O)C(C)(C)C (3,5-di-tert-butyl-4-hydroxybenzaldehyde). The solvent is C(C)O (ethanol), O (water), C(C)O (ethanol), C(C)O (ethanol). Conditions: time 2 hour. The product is C(C)(C)(C)C=1C=C(CNC2CCC3=C(C=C(C(=C23)O)C)C)C=C(C1O)C(C)(C)C (1-(3,5-di-tert-butyl-4-hydroxybenzyl)amino-4,6-dimethyl-7-hydroxyindane). Reaction SMILES: [NH2:1][CH:2]1[C:10]2[C:5](=[C:6]([CH3:13])[CH:7]=[C:8]([CH3:12])[C:9]=2[OH:11])[CH2:4][CH2:3]1.[C:14]([C:18]1[CH:19]=[C:20]([CH:23]=[C:24]([C:27]([CH3:30])([CH3:29])[CH3:28])[C:25]=1[OH:26])[CH:21]=O)([CH3:17])([CH3:16])[CH3:15].[BH4-].[Na+].Cl.C([O-])(=O)C.[Na+]>C(O)C.O>[C:27]([C:24]1[CH:23]=[C:20]([CH:19]=[C:18]([C:14]([CH3:17])([CH3:16])[CH3:15])[C:25]=1[OH:26])[CH2:21][NH:1][CH:2]1[C:10]2[C:5](=[C:6]([CH3:13])[CH:7]=[C:8]([CH3:12])[C:9]=2[OH:11])[CH2:4][CH2:3]1)([CH3:29])([CH3:30])[CH3:28] |f:2.3,5.6|. Procedure details: 1.77 Grams of 1-amino-7-hydroxy-4,6-dimethylindane and 50 ml of ethanol solution containing 2.57 g of 3,5-di-tert-butyl-4-hydroxybenzaldehyde were stirred together at a room temperature for 2 hours. Then sodium borohydride solution was added gradually by small portions to the reaction mixture under an ice-cooling condition. The reaction mixture was further stirred at a room temperature for 2 hours, then was acidified by adding hydrochloric acid. Then the reaction mixture was concentrated to dryn...